Dataset: the Open Reaction Database (ORD), a public repository of structured organic reaction records. Task: describe an organic reaction: reactants, conditions, products, and yield Starting materials: C12(CCC1)OCC1=CC=C(C=C12)O (spiro[1H-isobenzofuran-3,1′-cyclobutane]-5-ol), C12(CCC1)OCC1=CC=C(C=C12)O (spiro[1H-isobenzofuran-3,1′-cyclobutane]-5-ol), C(C)#N (acetonitrile), ClC1=NC=C(C=N1)[N+](=O)[O-] (2-chloro-5-nitro-pyrimidine), solution, Cl (hydrogen chloride). The reagents and catalysts are [Fe] (Iron). The solvent is C(C)(=O)OCC (ethyl acetate). Reaction conditions: time 4 hour. The product is C12(CCC1)OCC1=C2C=C(C=C1)OC1=NC=C(C=N1)N (2-(3H-spiro[2-benzofuran-1,1′-cyclobutan]-6-yloxy)pyrimidin-5-amine). The yield is 33.0%. As a reaction SMILES: [C:1]12([C:12]3[C:7](=[CH:8][CH:9]=[C:10]([OH:13])[CH:11]=3)[CH2:6][O:5]1)[CH2:4][CH2:3][CH2:2]2.C(#N)C.Cl[C:18]1[N:23]=[CH:22][C:21]([N+:24]([O-])=O)=[CH:20][N:19]=1.Cl>C(OCC)(=O)C.[Fe]>[C:1]12([C:12]3[CH:11]=[C:10]([O:13][C:18]4[N:23]=[CH:22][C:21]([NH2:24])=[CH:20][N:19]=4)[CH:9]=[CH:8][C:7]=3[CH2:6][O:5]1)[CH2:4][CH2:3][CH2:2]2. Reported procedure: To a solution of spiro[1H-isobenzofuran-3,1′-cyclobutane]-5-ol (Intermediate 24, 50 mg, 0.28 mmol) in dry acetonitrile (4 mL) dipotassium carbonate (58.8 mg, 0.43 mmol) and then 2-chloro-5-nitro-pyrimidine (43.0 mg, 0.27 mmol) were added and the reaction mixture was stirred for 4 hours at room temperature. The reaction was diluted with ethyl acetate (20 ml) and washed with an aqueous saturated solution of ammonium chloride (2×10 ml). The organic layer was dried (Na2SO4), filtered and evaporated.... Starting materials: CC(=O)OC1CSC(Oc2cncc(Br)c2)C(OC(C)=O)C1OC(C)=O, OB(O)c1ccc(F)cc1Cl. The product is CC(=O)OC1CSC(Oc2cncc(-c3ccc(F)cc3Cl)c2)C(OC(C)=O)C1OC(C)=O. RXN SMILES: [C:1]([CH3:2])(=[O:3])[O:4][CH:5]1[CH:6]([O:7][c:8]2[cH:9][n:10][cH:11][c:12]([Br:14])[cH:13]2)[S:15][CH2:16][CH:17]([O:23][C:24]([CH3:25])=[O:26])[CH:18]1[O:19][C:20]([CH3:21])=[O:22].[Cl:27][c:28]1[c:29]([B:35]([OH:36])[OH:37])[cH:30][cH:31][c:32]([F:34])[cH:33]1>>[C:1]([CH3:2])(=[O:3])[O:4][CH:5]1[CH:6]([O:7][c:8]2[cH:9][n:10][cH:11][c:12](-[c:29]3[c:28]([Cl:27])[cH:33][c:32]([F:34])[cH:31][cH:30]3)[cH:13]2)[S:15][CH2:16][CH:17]([O:23][C:24]([CH3:25])=[O:26])[CH:18]1[O:19][C:20]([CH3:21])=[O:22]. The reactants are 1-piperizine, C(#N)C1=NC=CC(=N1)N(CC(C)(C)C)CC1=CC=C(C=C1)CCCOS(=O)(=O)C (methanesulfonic acid 3-(4-{[(2-cyano-pyrimidin-4-yl)-(2,2-dimethyl-propyl)-amino]-methyl}-phenyl)-propyl ester), C(#N)C1=NC=CC(=N1)N(CC(C)(C)C)CC1=CC=C(C=C1)C(COS(=O)(=O)C)C (methanesulfonic acid 2-(4-{[(2-cyano-pyrimidin-4-yl)-(2,2-dimethyl-propyl)-amino]-methyl}-phenyl)-propyl ester), O (Water). Run in CN(C)C=O (DMF). Run at time 8 hour. Yields the product CC(CN(C1=NC(=NC=C1)C#N)CC1=CC=C(C=C1)CCCN1CCCCC1)(C)C (4-{(2,2-dimethyl-propyl)-[4-(3-piperidin-1-yl-propyl)-benzyl]-amino}-pyrimidine-2-carbonitrile), C(#N)C1=NC=CC(=N1)N(CC(C)(C)C)CC1=CC=C(C=C1)C(COS(=O)(=O)C)C (methanesulfonic acid 2-(4-{[(2-cyano-pyrimidin-4-yl)-(2,2-dimethyl-propyl)-amino]-methyl}-phenyl)-propyl ester). RXN SMILES: [C:1]([C:3]1[N:8]=[C:7]([N:9]([CH2:15][C:16]2[CH:21]=[CH:20][C:19]([CH2:22][CH2:23][CH2:24]OS(C)(=O)=O)=[CH:18][CH:17]=2)[CH2:10][C:11]([CH3:14])([CH3:13])[CH3:12])[CH:6]=[CH:5][N:4]=1)#[N:2].[C:30]([C:32]1[N:37]=[C:36]([N:38]([CH2:44][C:45]2[CH:50]=[CH:49][C:48]([CH:51]([CH3:58])[CH2:52][O:53][S:54]([CH3:57])(=[O:56])=[O:55])=[CH:47][CH:46]=2)[CH2:39][C:40]([CH3:43])([CH3:42])[CH3:41])[CH:35]=[CH:34][N:33]=1)#[N:31].O>CN(C=O)C>[CH3:12][C:11]([CH3:14])([CH3:13])[CH2:10][N:9]([CH2:15][C:16]1[CH:21]=[CH:20][C:19]([CH2:22][CH2:23][CH2:24][N:38]2[CH2:44][CH2:45][CH2:50][CH2:49][CH2:48]2)=[CH:18][CH:17]=1)[C:7]1[CH:6]=[CH:5][N:4]=[C:3]([C:1]#[N:2])[N:8]=1.[C:30]([C:32]1[N:37]=[C:36]([N:38]([CH2:44][C:45]2[CH:46]=[CH:47][C:48]([CH:51]([CH3:58])[CH2:52][O:53][S:54]([CH3:57])(=[O:55])=[O:56])=[CH:49][CH:50]=2)[CH2:39][C:40]([CH3:43])([CH3:42])[CH3:41])[CH:35]=[CH:34][N:33]=1)#[N:31]. Procedure: A mixture of methanesulfonic acid 3-(4-{[(2-cyano-pyrimidin-4-yl)-(2,2-dimethyl-propyl)-amino]-methyl}-phenyl)-propyl ester and methanesulfonic acid 2-(4-{[(2-cyano-pyrimidin-4-yl)-(2,2-dimethyl-propyl)-amino]-methyl}-phenyl)-propyl ester (in ratio of 3:1) (130 mg, 0.31 mmoles) is dissolved in 3 ml of DMF and 1-piperizine (0.06 ml, 0.64 mmoles) is added at rt. The mixture is stirred at rt for overnight. Water is added and the organic layer is extracted with AcOEt, dried over magnesium sulfate an...